From a dataset of the Open Reaction Database (ORD), a public repository of structured organic reaction records. describe an organic reaction: reactants, conditions, products, and yield The reactants are Br, CCC(=O)O, Oc1ccccc1, Cc1ccc(S(=O)(=O)N2CC3CCCNC3C2)cc1. Product: C1CNC2CNCC2C1. Reaction SMILES: [BrH:20].[CH3:21][CH2:22][C:23](=[O:24])[OH:25].[OH:26][c:27]1[cH:28][cH:29][cH:30][cH:31][cH:32]1.[c:1]1([CH3:2])[cH:3][cH:4][c:5]([S:6](=[O:7])(=[O:8])[N:10]2[CH2:11][CH:12]3[NH:13][CH2:14][CH2:15][CH2:16][CH:17]3[CH2:18]2)[cH:9][cH:19]1>>[NH:10]1[CH2:11][CH:12]2[NH:13][CH2:14][CH2:15][CH2:16][CH:17]2[CH2:18]1. Reactants: O=C1CCC(=O)N1Br, ClC(Cl)(Cl)Cl, Cc1c(Cl)nnc(Cl)c1C, CC(C)(C#N)N=NC(C)(C)C#N. The product is Cc1c(Cl)nnc(Cl)c1CBr. RXN SMILES: [Br:11][N:12]1[C:13](=[O:14])[CH2:15][CH2:16][C:17]1=[O:18].[C:31]([Cl:32])([Cl:33])([Cl:34])[Cl:35].[Cl:1][c:2]1[n:3][n:4][c:5]([Cl:10])[c:6]([CH3:9])[c:7]1[CH3:8].[N:19]#[C:20][C:21]([N:22]=[N:23][C:24]([C:25]#[N:26])([CH3:27])[CH3:28])([CH3:29])[CH3:30]>>[Cl:1][c:2]1[n:3][n:4][c:5]([Cl:10])[c:6]([CH3:9])[c:7]1[CH2:8][Br:11]. Starting materials: S1C(=CC=C1)C=O (2-thiophencarbaldehyde), C(#N)CC(=S)N (2-cyanothioacetamide), CN1CCOCC1 (N-methylmorpholine). The solvent is C(C)O (ethanol). Conditions: time 8 hour. Yields the product C(#N)C(C(=S)N)=CC=1SC=CC1 (2-Cyano-3-thiophen-2-yl-thioacrylamide). The yield is 72.6%. As a reaction SMILES: [S:1]1[CH:5]=[CH:4][CH:3]=[C:2]1[CH:6]=O.[C:8]([CH2:10][C:11]([NH2:13])=[S:12])#[N:9].CN1CCOCC1>C(O)C>[C:8]([C:10](=[CH:6][C:2]1[S:1][CH:5]=[CH:4][CH:3]=1)[C:11]([NH2:13])=[S:12])#[N:9]. Procedure details: To a mixture of 2-thiophencarbaldehyde (22.4 g, 0.2 mol) and 2-cyanothioacetamide (22 g, 0.22 mol) in 250 ml of ethanol was added N-methylmorpholine (30.3 g, 0.3 mol) at room temperature. The resulting mixture was stirred at room temperature overnight. The solid was filtered and washed with ethanol to give 28.2 g (72%) of product as a yellow solid after drying in vacuo. 1H-NMR (300 MHz, DMSO-d6): δ 10.0 (brs, 1H), 9.45 (brs, 1H), 8.37 (s, 1H), 8.12 (d, J=4.8 Hz, 1H), 7.88 (d, J=3.3 Hz, 1H), 7.32... The reactants are C(CCCCCCCCCCCCCCCCC)(=O)OCC(OC(CCCCCCCCCCCCCCCCC)=O)COC([C@@H](NC(=O)OC(C)(C)C)CC1=CC=C(C=C1)N(CCCl)CCCl)=O (1,2-Distearoyl-3-{(S)-N-tert-butoxycarbonyl-4-[bis(2-chloroethyl)amino]phenylalanyl}glycerol). Run in Cl (hydrogen chloride). Product: C(CCCCCCCCCCCCCCCCC)(=O)OCC(OC(CCCCCCCCCCCCCCCCC)=O)COC([C@@H](N)CC1=CC=C(C=C1)N(CCCl)CCCl)=O (1,2-Distearoyl-3-{(S)-4-[bis(2-chloroethyl)amino]phenylalanyl}glycerol). RXN SMILES: [C:1]([O:20][CH2:21][CH:22]([CH2:43][O:44][C:45](=[O:69])[C@H:46]([CH2:55][C:56]1[CH:61]=[CH:60][C:59]([N:62]([CH2:66][CH2:67][Cl:68])[CH2:63][CH2:64][Cl:65])=[CH:58][CH:57]=1)[NH:47]C(OC(C)(C)C)=O)[O:23][C:24](=[O:42])[CH2:25][CH2:26][CH2:27][CH2:28][CH2:29][CH2:30][CH2:31][CH2:32][CH2:33][CH2:34][CH2:35][CH2:36][CH2:37][CH2:38][CH2:39][CH2:40][CH3:41])(=[O:19])[CH2:2][CH2:3][CH2:4][CH2:5][CH2:6][CH2:7][CH2:8][CH2:9][CH2:10][CH2:11][CH2:12][CH2:13][CH2:14][CH2:15][CH2:16][CH2:17][CH3:18]>Cl>[C:1]([O:20][CH2:21][CH:22]([CH2:43][O:44][C:45](=[O:69])[C@H:46]([CH2:55][C:56]1[CH:57]=[CH:58][C:59]([N:62]([CH2:66][CH2:67][Cl:68])[CH2:63][CH2:64][Cl:65])=[CH:60][CH:61]=1)[NH2:47])[O:23][C:24](=[O:42])[CH2:25][CH2:26][CH2:27][CH2:28][CH2:29][CH2:30][CH2:31][CH2:32][CH2:33][CH2:34][CH2:35][CH2:36][CH2:37][CH2:38][CH2:39][CH2:40][CH3:41])(=[O:19])[CH2:2][CH2:3][CH2:4][CH2:5][CH2:6][CH2:7][CH2:8][CH2:9][CH2:10][CH2:11][CH2:12][CH2:13][CH2:14][CH2:15][CH2:16][CH2:17][CH3:18]. Procedure details: A solution of 5 mmol of the product obtained in Example 1 in 25 ml of hydrogen chloride-saturated dioxane is stirred for 20 minutes at 20° C. The whole mixture is concentrated under vacuum and the residue is washed with pentane, to give the expected product in hydrochloride form. The reactants are Cc1cc(C)cc(CC(N=C=S)c2cccc(C)c2C)c1, ClC(Cl)Cl, NCCO. The product is Cc1cc(C)cc(CC(NC(=S)NCCO)c2cccc(C)c2C)c1. RXN SMILES: [CH3:1][c:2]1[cH:3][c:4]([CH2:9][CH:10]([c:11]2[c:12]([CH3:18])[c:13]([CH3:17])[cH:14][cH:15][cH:16]2)[N:19]=[C:20]=[S:21])[cH:5][c:6]([CH3:8])[cH:7]1.[CH:26]([Cl:27])([Cl:28])[Cl:29].[NH2:22][CH2:23][CH2:24][OH:25]>>[CH3:1][c:2]1[cH:3][c:4]([CH2:9][CH:10]([c:11]2[c:12]([CH3:18])[c:13]([CH3:17])[cH:14][cH:15][cH:16]2)[NH:19][C:20](=[S:21])[NH:22][CH2:23][CH2:24][OH:25])[cH:5][c:6]([CH3:8])[cH:7]1. Starting materials: [NH4+].[Cl-] (NH4Cl), FC=1C=C(C(=NC1)OC)[C@@H]1NC(OC1)=O ((S)-4-(5-fluoro-2-methoxypyridin-3-yl)oxazolidin-2-one), [H-].[Na+] (sodium hydride), ClC1=NC=2N(C=C1)N=CC2C(=O)NCCCl (5-chloro-N-(2-chloroethyl)pyrazolo[1,5-a]pyrimidine-3-carboxamide). Solvent: O (water), CN(C)C=O (DMF). Run at time 20 minute. Yields the product ClCCNC(=O)C=1C=NN2C1N=C(C=C2)N2C(OC[C@@H]2C=2C(=NC=C(C2)F)OC)=O ((S)-N-(2-chloroethyl)-5-(4-(5-fluoro-2-methoxypyridin-3-yl)-2-oxooxazolidin-3-yl)pyrazolo[1,5-a]pyrimidine-3-carboxamide). Isolated yield 80.9%. Reaction SMILES: [F:1][C:2]1[CH:3]=[C:4]([C@H:10]2[CH2:14][O:13][C:12](=[O:15])[NH:11]2)[C:5]([O:8][CH3:9])=[N:6][CH:7]=1.[H-].[Na+].Cl[C:19]1[CH:24]=[CH:23][N:22]2[N:25]=[CH:26][C:27]([C:28]([NH:30][CH2:31][CH2:32][Cl:33])=[O:29])=[C:21]2[N:20]=1.[NH4+].[Cl-]>CN(C=O)C.O>[Cl:33][CH2:32][CH2:31][NH:30][C:28]([C:27]1[CH:26]=[N:25][N:22]2[CH:23]=[CH:24][C:19]([N:11]3[C@@H:10]([C:4]4[C:5]([O:8][CH3:9])=[N:6][CH:7]=[C:2]([F:1])[CH:3]=4)[CH2:14][O:13][C:12]3=[O:15])=[N:20][C:21]=12)=[O:29] |f:1.2,4.5|. Procedure: To a solution of (S)-4-(5-fluoro-2-methoxypyridin-3-yl)oxazolidin-2-one (prepared according to Example 30; 50 mg, 0.236 mmol) in DMF (1 mL) was added sodium hydride (11 mg, 0.28 mmol, 60% in mineral oil). The mixture was stirred at ambient temperature for 20 minutes, then treated with 5-chloro-N-(2-chloroethyl)pyrazolo[1,5-a]pyrimidine-3-carboxamide (61 mg, 0.236 mmol). The mixture was stirred at 16 hours, and then treated with saturated NH4Cl solution (10 mL) and water (20 mL). The resulting pr... Starting materials: BrCc1ccccc1, [H-], CCOC(=O)c1cn(Cc2ccccc2)nc1N, [Na+], CN(C)C=O. Yields the product CCOC(=O)c1cn(Cc2ccccc2)nc1NCc1ccccc1. Reaction SMILES: [Br:21][CH2:22][c:23]1[cH:24][cH:25][cH:26][cH:27][cH:28]1.[H-:20].[NH2:1][c:2]1[n:3][n:4]([CH2:12][c:13]2[cH:14][cH:15][cH:16][cH:17][cH:18]2)[cH:5][c:6]1[C:7](=[O:8])[O:9][CH2:10][CH3:11].[Na+:19].[O:29]=[CH:30][N:31]([CH3:32])[CH3:33]>>[NH:1]([c:2]1[n:3][n:4]([CH2:12][c:13]2[cH:14][cH:15][cH:16][cH:17][cH:18]2)[cH:5][c:6]1[C:7](=[O:8])[O:9][CH2:10][CH3:11])[CH2:22][c:23]1[cH:24][cH:25][cH:26][cH:27][cH:28]1. Starting materials: C(CCC)C=1NC(=C(N1)SCC1=CC=C(C=C1)OC)C(=O)OCC (ethyl 2-butyl-4-[4-methoxy-benzyl-thio]-1H-imidazole-5-carboxylate), CC(C)C[AlH]CC(C)C (DIBAH), O (water). The solvent is C1(=CC=CC=C1)C (toluene), C(Cl)Cl (methylene chloride). Run at temperature -78 celsius, time 30 minute. The product is C(CCC)C=1NC(=C(N1)CO)SCC1=CC=C(C=C1)OC (2-butyl-5-[4-methoxy-benzyl-thio]-1H-imidazole-4-methanol). Yield: 105.9%. RXN SMILES: [CH2:1]([C:5]1[NH:6][C:7]([C:20](OCC)=[O:21])=[C:8]([S:10][CH2:11][C:12]2[CH:17]=[CH:16][C:15]([O:18][CH3:19])=[CH:14][CH:13]=2)[N:9]=1)[CH2:2][CH2:3][CH3:4].CC(C[AlH]CC(C)C)C.O>C(Cl)Cl.C1(C)C=CC=CC=1>[CH2:1]([C:5]1[NH:9][C:8]([S:10][CH2:11][C:12]2[CH:13]=[CH:14][C:15]([O:18][CH3:19])=[CH:16][CH:17]=2)=[C:7]([CH2:20][OH:21])[N:6]=1)[CH2:2][CH2:3][CH3:4]. Procedure: 50 g or 143.5 mmol of ethyl 2-butyl-4-[4-methoxy-benzyl-thio]-1H-imidazole-5-carboxylate[prepared as indicated in the European Patent Application No. 0,465,368] were solubilized in 300 ml of methylene chloride and the mixture was cooled to -78° C. With stirring, 68.3 g (480 mmol) and 2N DIBAH in 400 ml of toluene were added and then the medium was allowed to return to ambient temperature for about 30 minutes. The reaction medium was hydrolyzed with 130 ml of water, filtered, washed with 500 ml o... Starting materials: CCOC(=O)C1Cc2cscc2C1, CCO, [K+], [OH-], O. Yields the product O=C(O)C1Cc2cscc2C1. Reaction SMILES: [C:1](=[O:2])([O:3][CH2:4][CH3:5])[CH:6]1[CH2:7][c:8]2[c:9]([cH:10][s:11][cH:12]2)[CH2:13]1.[CH3:16][CH2:17][OH:18].[K+:15].[OH-:14].[OH2:19]>>[C:1](=[O:2])([OH:3])[CH:6]1[CH2:7][c:8]2[c:9]([cH:10][s:11][cH:12]2)[CH2:13]1.